This data is from the Open Reaction Database (ORD), a public repository of structured organic reaction records. The task is: describe an organic reaction: reactants, conditions, products, and yield Starting materials: Cc1ncnc(C(=O)O)c1C(=O)OC(C)(C)C, CN(C)C=O, CI, [Li+], [Li+], O=C([O-])[O-]. Yields the product COC(=O)c1ncnc(C)c1C(=O)OC(C)(C)C. Reaction SMILES: [CH3:1][c:2]1[c:3]([C:11](=[O:12])[O:13][C:14]([CH3:15])([CH3:16])[CH3:17])[c:4]([C:8](=[O:9])[OH:10])[n:5][cH:6][n:7]1.[CH:26]([N:27]([CH3:28])[CH3:29])=[O:30].[I:18][CH3:19].[Li+:20].[Li+:21].[O-:22][C:23](=[O:24])[O-:25]>>[CH3:1][c:2]1[c:3]([C:11](=[O:12])[O:13][C:14]([CH3:15])([CH3:16])[CH3:17])[c:4]([C:8](=[O:9])[O:10][CH3:23])[n:5][cH:6][n:7]1. Reactants: CC(=O)OCC(=O)O, O=C1OC(CO)CN1c1ccc2cc(-c3ccccc3C(F)(F)F)[nH]c(=O)c2c1. Product: CC(=O)OCC(=O)OCC1CN(c2ccc3cc(-c4ccccc4C(F)(F)F)[nH]c(=O)c3c2)C(=O)O1. RXN SMILES: [C:1]([CH3:2])(=[O:3])[O:4][CH2:5][C:6](=[O:7])[OH:8].[OH:9][CH2:10][CH:11]1[CH2:12][N:13]([c:17]2[cH:18][cH:19][c:20]3[cH:21][c:22](-[c:28]4[c:29]([C:34]([F:35])([F:36])[F:37])[cH:30][cH:31][cH:32][cH:33]4)[nH:23][c:24](=[O:27])[c:25]3[cH:26]2)[C:14](=[O:16])[O:15]1>>[C:1]([CH3:2])(=[O:3])[O:4][CH2:5][C:6](=[O:7])[O:8][CH2:10][CH:11]1[CH2:12][N:13]([c:17]2[cH:18][cH:19][c:20]3[cH:21][c:22](-[c:28]4[c:29]([C:34]([F:35])([F:36])[F:37])[cH:30][cH:31][cH:32][cH:33]4)[nH:23][c:24](=[O:27])[c:25]3[cH:26]2)[C:14](=[O:16])[O:15]1. Reaction SMILES: [CH3:1][O:2][C:3]([c:4]1[cH:5][c:6]([O:31][CH3:32])[c:7]([CH2:10][c:11]2[cH:12][nH:13][c:14]3[cH:15][cH:16][c:17]([C:20]([NH:21][CH2:22][CH:23]([CH2:24][C:25]([F:26])([F:27])[F:28])[CH3:29])=[O:30])[cH:18][c:19]23)[cH:8][cH:9]1)=[O:33].[CH3:34][OH:35].[Li+:43].[O:36]1[CH2:37][CH2:38][CH2:39][CH2:40]1.[OH-:42].[OH2:41].[OH2:44]>>[O:2]=[C:3]([c:4]1[cH:5][c:6]([O:31][CH3:32])[c:7]([CH2:10][c:11]2[cH:12][nH:13][c:14]3[cH:15][cH:16][c:17]([C:20]([NH:21][CH2:22][CH:23]([CH2:24][C:25]([F:26])([F:27])[F:28])[CH3:29])=[O:30])[cH:18][c:19]23)[cH:8][cH:9]1)[OH:33]. Reactants: COC(=O)c1ccc(Cc2c[nH]c3ccc(C(=O)NCC(C)CC(F)(F)F)cc23)c(OC)c1, CO, [Li+], C1CCOC1, [OH-], O, O. Product: COc1cc(C(=O)O)ccc1Cc1c[nH]c2ccc(C(=O)NCC(C)CC(F)(F)F)cc12. Procedure details: To a solution of 5-methoxy-3-(((R)-1-(trans-4-(trifluoromethyl)cyclohexanecarbonyl)pyrrolidin-2-yl)methoxy)picolinate (170 mg, 0.37 mmol, EXAMPLE 31 Step 3) in tetrahydrofuran was added 2 N aq. sodium hydroxide (0.5 mL, 1.00 mmol) at room temperature. After being stirred at room temperature for 24 h, water and diethylether were added to the mixture. The aqueous layer was washed with diethylether and acidified with 2 N hydrochloric acid. The aqueous layer was extracted with ethyl acetate. The ext... Solvent: O1CCCC1 (tetrahydrofuran). Reactants: COC=1C=C(C(=NC1)C(=O)[O-])OC[C@@H]1N(CCC1)C(=O)[C@@H]1CC[C@H](CC1)C(F)(F)F (5-methoxy-3-(((R)-1-(trans-4-(trifluoromethyl)cyclohexanecarbonyl)pyrrolidin-2-yl)methoxy)picolinate), [OH-].[Na+] (sodium hydroxide), O (water), C(C)OCC (diethylether). Product: COC=1C=C(C(=NC1)C(=O)O)OC[C@@H]1N(CCC1)C(=O)[C@@H]1CC[C@H](CC1)C(F)(F)F (5-methoxy-3-(((R)-1-(trans-4-(trifluoromethyl)cyclohexanecarbonyl)pyrrolidin-2-yl)methoxy)picolinic acid). Run at time 24 hour. RXN SMILES: [CH3:1][O:2][C:3]1[CH:4]=[C:5]([O:12][CH2:13][C@H:14]2[CH2:18][CH2:17][CH2:16][N:15]2[C:19]([C@H:21]2[CH2:26][CH2:25][C@H:24]([C:27]([F:30])([F:29])[F:28])[CH2:23][CH2:22]2)=[O:20])[C:6]([C:9]([O-:11])=[O:10])=[N:7][CH:8]=1.[OH-].[Na+].O.C(OCC)C>O1CCCC1>[CH3:1][O:2][C:3]1[CH:4]=[C:5]([O:12][CH2:13][C@H:14]2[CH2:18][CH2:17][CH2:16][N:15]2[C:19]([C@H:21]2[CH2:26][CH2:25][C@H:24]([C:27]([F:30])([F:28])[F:29])[CH2:23][CH2:22]2)=[O:20])[C:6]([C:9]([OH:11])=[O:10])=[N:7][CH:8]=1 |f:1.2|. The yield is 94.8%. Starting materials: CC1(CC2=C(SC=C2)S1(=O)=O)C(=O)N (2,3-dihydro-2-methylthieno[2,3-b]thiophene-2-carboxamide-1,1-dioxide). Solvent: C1CCOC1 (THF). Conditions: temperature 10 celsius. The product is NCC1(CC2=C(SC=C2)S1(=O)=O)C (2-aminomethyl-2,3-dihydro-2-methylthieno[2,3-b]thiophene-1,1-dioxide). The yield is 91.0%. RXN SMILES: [CH3:1][C:2]1([C:12]([NH2:14])=O)[S:9](=[O:11])(=[O:10])[C:5]2[S:6][CH:7]=[CH:8][C:4]=2[CH2:3]1>C1COCC1>[NH2:14][CH2:12][C:2]1([CH3:1])[S:9](=[O:11])(=[O:10])[C:5]2[S:6][CH:7]=[CH:8][C:4]=2[CH2:3]1. Reported procedure: Borane-dimethylsulfide complex (11.12 mL, 10M) was added to a stirred solution of 2,3-dihydro-2-methylthieno[2,3-b]thiophene-2-carboxamide-1,1-dioxide (2.57 g, 11.12 mmol) in THF (75 mL) at room temperature. The reaction mixture was refluxed under a nitrogen atmosphere for 1.5 h and then cooled in an ice bath to 10° C. and slowly quenched with 6N HCl. After gas evolution ceased, the acidic solution was refluxed for 2 h. The reaction mixture was cooled to room temperature and extracted twice with... Starting materials: NC1=C(C=C(C=N1)C=1C=CC2=C(CN(CCO2)C(=O)OC(C)(C)C)C1)[N+](=O)[O-] (1,1-dimethylethyl 7-(6-amino-5-nitropyridin-3-yl)-2,3-dihydro-1,4-benzoxazepine-4(5H)-carboxylate), CCN(C(C)C)C(C)C (DIPEA), OC1(CC2CCC(C1)N2C(=O)Cl)C(F)(F)F (3-hydroxy-3-(trifluoromethyl)-8-azabicyclo[3.2.1]octane-8-carbonyl chloride). Solvent: C1CCOC1 (THF), CN1CCCC1=O (NMP). Reaction conditions: temperature 50 celsius. The product is NC1=C(C=C(C=N1)C=1C=CC2=C(CN(CCO2)C(=O)N2C3CC(CC2CC3)(O)C(F)(F)F)C1)[N+](=O)[O-] (8-{[7-(6-amino-5-nitropyridin-3-yl)-2,3-dihydro-1,4-benzoxazepin-4 (5H)-yl]carbonyl}-3-(trifluoromethyl)-8-azabicyclo[3.2.1]octan-3-ol). The yield is 69.9%. RXN SMILES: [NH2:1][C:2]1[N:7]=[CH:6][C:5]([C:8]2[CH:9]=[CH:10][C:11]3[O:17][CH2:16][CH2:15][N:14]([C:18](OC(C)(C)C)=[O:19])[CH2:13][C:12]=3[CH:25]=2)=[CH:4][C:3]=1[N+:26]([O-:28])=[O:27].CCN(C(C)C)C(C)C.[OH:38][C:39]1([C:50]([F:53])([F:52])[F:51])[CH2:45][CH:44]2[N:46](C(Cl)=O)[CH:41]([CH2:42][CH2:43]2)[CH2:40]1>C1COCC1.CN1C(=O)CCC1>[NH2:1][C:2]1[N:7]=[CH:6][C:5]([C:8]2[CH:9]=[CH:10][C:11]3[O:17][CH2:16][CH2:15][N:14]([C:18]([N:46]4[CH:44]5[CH2:43][CH2:42][CH:41]4[CH2:40][C:39]([C:50]([F:51])([F:52])[F:53])([OH:38])[CH2:45]5)=[O:19])[CH2:13][C:12]=3[CH:25]=2)=[CH:4][C:3]=1[N+:26]([O-:28])=[O:27]. Procedure: To a solution of 1,1-dimethylethyl 7-(6-amino-5-nitropyridin-3-yl)-2,3-dihydro-1,4-benzoxazepine-4(5H)-carboxylate (1.1 g, 3.1 mmol) and DIPEA (2.7 mL, 16 mmol) in THF (10 mL) and NMP (5 mL) was added 3-hydroxy-3-(trifluoromethyl)-8-azabicyclo[3.2.1]octane-8-carbonyl chloride (reagent preparation 37, 0.81 g, 3.1 mmol). The reaction mixture was heated (50° C.) for four hours and partitioned between dichloromethane and saturated aqueous sodium bicarbonate. The organic layer was washed with brine, ... The reactants are O=C([O-])[O-], CC#N, O=Cc1ccc(O)c(OC2CC2)c1, [Cs+], [Cs+], CCCCCCCCCI. Yields the product CCCCCCCCCOc1ccc(C=O)cc1OC1CC1. As a reaction SMILES: [C:24](=[O:25])([O-:26])[O-:27].[CH3:30][C:31]#[N:32].[CH:1]1([O:4][c:5]2[cH:6][c:7]([CH:8]=[O:9])[cH:10][cH:11][c:12]2[OH:13])[CH2:2][CH2:3]1.[Cs+:28].[Cs+:29].[I:14][CH2:15][CH2:16][CH2:17][CH2:18][CH2:19][CH2:20][CH2:21][CH2:22][CH3:23]>>[CH:1]1([O:4][c:5]2[cH:6][c:7]([CH:8]=[O:9])[cH:10][cH:11][c:12]2[O:13][CH2:15][CH2:16][CH2:17][CH2:18][CH2:19][CH2:20][CH2:21][CH2:22][CH3:23])[CH2:2][CH2:3]1.